From a dataset of the Open Reaction Database (ORD), a public repository of structured organic reaction records. describe an organic reaction: reactants, conditions, products, and yield Starting materials: [OH-].[Na+] (NaOH), COC(\C=C\C=C(/CCCCC)\C1=CC=C(C=C1)F)=O ((E,E)-5-(4-fluorophenyl)-2,4-decadienoic acid methyl ester). Solvent: CO (methanol). Product: FC1=CC=C(C=C1)/C(=C/C=C/C(=O)O)/CCCCC ((E,E)-5-(4-fluorophenyl)-2,4-decadienoic acid). Yield: 80.9%. RXN SMILES: C[O:2][C:3](=[O:20])/[CH:4]=[CH:5]/[CH:6]=[C:7](/[C:13]1[CH:18]=[CH:17][C:16]([F:19])=[CH:15][CH:14]=1)\[CH2:8][CH2:9][CH2:10][CH2:11][CH3:12].[OH-].[Na+]>CO>[F:19][C:16]1[CH:15]=[CH:14][C:13](/[C:7](/[CH2:8][CH2:9][CH2:10][CH2:11][CH3:12])=[CH:6]/[CH:5]=[CH:4]/[C:3]([OH:20])=[O:2])=[CH:18][CH:17]=1 |f:1.2|. Procedure: As described in Example 99, (E,E)-5-(4-fluorophenyl)-2,4-decadienoic acid methyl ester (6.5 g) was saponified in a refluxing mixture of methanol (30 mL) and 2N NaOH (30 mL). After 2 hours the crude acid was isolated in the usual way and crystallized from hexane to yield 4.99 g of (E,E)-5-(4-fluorophenyl)-2,4-decadienoic acid, mp 116.5°-117.5° C. Starting materials: CCOC(=O)C(=O)C(C)NC(=O)CC(C)C, CCOC(C)=O, CC(C)CC(=O)NC(C)c1nnc(S)[nH]c1=O. Yields the product CCCC(=O)NC(C)c1nnc(S)[nH]c1=O. As a reaction SMILES: [C:18]([NH:19][CH:20]([CH3:21])[C:22](=[O:23])[C:24]([O:25][CH2:26][CH3:27])=[O:28])(=[O:29])[CH2:30][CH:31]([CH3:32])[CH3:33].[CH3:34][CH2:35][O:36][C:37](=[O:38])[CH3:39].[SH:1][c:2]1[n:3][n:4][c:5]([CH:9]([CH3:10])[NH:11][C:12]([CH2:13][CH:14]([CH3:15])[CH3:16])=[O:17])[c:6](=[O:8])[nH:7]1>>[SH:1][c:2]1[n:3][n:4][c:5]([CH:9]([CH3:10])[NH:11][C:12]([CH2:13][CH2:14][CH3:15])=[O:17])[c:6](=[O:8])[nH:7]1. Starting materials: Cc1ccc(C(O)(c2ccc3c(c2)c(-c2cccc(Cl)c2)nc2nnnn23)c2cncn2C)cc1, O=S(Cl)Cl. Product: Cc1ccc(C(Cl)(c2ccc3c(c2)c(-c2cccc(Cl)c2)nc2nnnn23)c2cncn2C)cc1. As a reaction SMILES: [Cl:1][c:2]1[cH:3][c:4](-[c:8]2[n:9][c:10]3[n:11]([c:12]4[cH:13][cH:14][c:15]([C:18]([OH:19])([c:20]5[cH:21][cH:22][c:23]([CH3:26])[cH:24][cH:25]5)[c:27]5[cH:28][n:29][cH:30][n:31]5[CH3:32])[cH:16][c:17]24)[n:33][n:34][n:35]3)[cH:5][cH:6][cH:7]1.[S:36]([Cl:37])([Cl:38])=[O:39]>>[Cl:1][c:2]1[cH:3][c:4](-[c:8]2[n:9][c:10]3[n:11]([c:12]4[cH:13][cH:14][c:15]([C:18]([c:20]5[cH:21][cH:22][c:23]([CH3:26])[cH:24][cH:25]5)([c:27]5[cH:28][n:29][cH:30][n:31]5[CH3:32])[Cl:38])[cH:16][c:17]24)[n:33][n:34][n:35]3)[cH:5][cH:6][cH:7]1. Reactants: OC1=C(C=CC(=C1C(F)(F)F)OCC1=CC=C(C=C1)OC1=CC(=CC=C1)C=1N=NNN1)C(C)=O (1-(2-hydroxy-4-{4-[3-(2H-tetrazol-5-yl)-phenoxy]-benzyloxy}-3-trifluoromethyl-phenyl)-ethanone), C(C)(=O)C1=C(C(=C(OCC2=CC=C(CC=3C=C(C#N)C=CC3)C=C2)C=C1)C(F)(F)F)O (3-[4-(4-acetyl-3-hydroxy-2-trifluoromethyl-phenoxymethyl)-benzyl]-benzonitrile). The product is OC1=C(C=CC(=C1C(F)(F)F)OCC1=CC=C(C=C1)CC1=CC(=CC=C1)C=1N=NNN1)C(C)=O (1-(2-hydroxy-4-{4-[3-(2H-tetrazol-5-yl)-benzyl]-benzyloxy}-3-trifluoromethyl-phenyl)-ethanone). RXN SMILES: OC1C(C(F)(F)F)=C(OCC2C=CC(OC3C=CC=C(C4[N:28]=[N:29][NH:30]N=4)C=3)=CC=2)C=CC=1C(=O)C.[C:35]([C:38]1[CH:60]=[CH:59][C:41]([O:42][CH2:43][C:44]2[CH:58]=[CH:57][C:47]([CH2:48][C:49]3[CH:50]=[C:51]([CH:54]=[CH:55][CH:56]=3)[C:52]#[N:53])=[CH:46][CH:45]=2)=[C:40]([C:61]([F:64])([F:63])[F:62])[C:39]=1[OH:65])(=[O:37])[CH3:36]>>[OH:65][C:39]1[C:40]([C:61]([F:63])([F:64])[F:62])=[C:41]([O:42][CH2:43][C:44]2[CH:58]=[CH:57][C:47]([CH2:48][C:49]3[CH:56]=[CH:55][CH:54]=[C:51]([C:52]4[N:28]=[N:29][NH:30][N:53]=4)[CH:50]=3)=[CH:46][CH:45]=2)[CH:59]=[CH:60][C:38]=1[C:35](=[O:37])[CH3:36]. Procedure details: The title compound is prepared essentially as described for 1-(2-hydroxy-4-{4-[3-(2H-tetrazol-5-yl)-phenoxy]-benzyloxy}-3-trifluoromethyl-phenyl)-ethanone employing 3-[4-(4-acetyl-3-hydroxy-2-trifluoromethyl-phenoxymethyl)-benzyl]-benzonitrile (58%). LC-MS (m/e): 467 (M−1); 1H NMR (DMSO-d6) δ 13.79 (1 H, s), 8.21 (1H, d), 7.80-8.00 (2H, m), 7.30-7.60 (6H, m), 6.92 (1H, d), 5.35 (2H, s), 4.08 (2 H, s), 2.65 (3H, s). The reactants are C(C)(=O)O (acetic acid), Cl (hydrochloric acid), COC(=O)C1=NC=C(C=C1)N=CC1=CC(=C(C=C1)Cl)Cl (5-(3,4-dichlorobenzylideneamino)-pyridine-2-carboxylic acid methyl ester), [BH4-].[Na+] (sodium borohydride). The solvent is ice water, CN(C=O)C (dimethylformamide), CO (methanol), O (water). Product: COC(=O)C1=NC=C(C=C1)NCC1=CC(=C(C=C1)Cl)Cl (5-(3,4-dichlorobenzylamino)-pyridine-2-carboxylic acid methyl ester). Reaction SMILES: [CH3:1][O:2][C:3]([C:5]1[CH:10]=[CH:9][C:8]([N:11]=[CH:12][C:13]2[CH:18]=[CH:17][C:16]([Cl:19])=[C:15]([Cl:20])[CH:14]=2)=[CH:7][N:6]=1)=[O:4].[BH4-].[Na+].C(O)(=O)C.Cl>CN(C)C=O.CO.O>[CH3:1][O:2][C:3]([C:5]1[CH:10]=[CH:9][C:8]([NH:11][CH2:12][C:13]2[CH:18]=[CH:17][C:16]([Cl:19])=[C:15]([Cl:20])[CH:14]=2)=[CH:7][N:6]=1)=[O:4] |f:1.2|. Procedure details: The solution of 13.7 g of 5-(3,4-dichlorobenzylideneamino)-pyridine-2-carboxylic acid methyl ester in 35 ml of hot dimethylformamide is added all at once to the solution of 3.25 g of sodium borohydride in 150 ml of methanol while stirring at -20°. The mixture warms to 10° and the temperature is lowered by application of a bath to 0°. After one hour the reaction mixture is warmed to 35° for 10 minutes, cooled again to 0° and 1.5 ml of acetic acid and the solution of 6 ml 12 N hydrochloric acid in... Starting materials: Cc1cc(-c2ccc(C(F)(F)F)cc2)cc(-c2ccnc(Cl)n2)n1, CC1(C)OB(c2cnc(N)nc2)OC1(C)C. Yields the product Cc1cc(-c2ccc(C(F)(F)F)cc2)cc(-c2ccnc(-c3cnc(N)nc3)n2)n1. RXN SMILES: [Cl:1][c:2]1[n:3][cH:4][cH:5][c:6](-[c:8]2[n:9][c:10]([CH3:24])[cH:11][c:12](-[c:14]3[cH:15][cH:16][c:17]([C:20]([F:21])([F:22])[F:23])[cH:18][cH:19]3)[cH:13]2)[n:7]1.[NH2:25][c:26]1[n:27][cH:28][c:29]([B:32]2[O:33][C:34]([CH3:35])([CH3:36])[C:37]([CH3:38])([CH3:39])[O:40]2)[cH:30][n:31]1>>[c:2]1(-[c:29]2[cH:28][n:27][c:26]([NH2:25])[n:31][cH:30]2)[n:3][cH:4][cH:5][c:6](-[c:8]2[n:9][c:10]([CH3:24])[cH:11][c:12](-[c:14]3[cH:15][cH:16][c:17]([C:20]([F:21])([F:22])[F:23])[cH:18][cH:19]3)[cH:13]2)[n:7]1. Starting materials: COC(=O)c1ccc(N2CCN(C(=O)OC(C)(C)C)CC2=O)cc1, CCOC(C)=O, Nc1ccc(Cl)c(-c2ccccn2)c1. Product: CC(C)(C)OC(=O)N1CCN(c2ccc(C(=O)Nc3ccc(Cl)c(-c4ccccn4)c3)cc2)C(=O)C1. RXN SMILES: [CH3:1][O:2][C:3](=[O:4])[c:5]1[cH:6][cH:7][c:8]([N:11]2[C:12](=[O:24])[CH2:13][N:14]([C:17](=[O:18])[O:19][C:20]([CH3:21])([CH3:22])[CH3:23])[CH2:15][CH2:16]2)[cH:9][cH:10]1.[CH3:39][CH2:40][O:41][C:42](=[O:43])[CH3:44].[Cl:25][c:26]1[c:27](-[c:33]2[n:34][cH:35][cH:36][cH:37][cH:38]2)[cH:28][c:29]([NH2:30])[cH:31][cH:32]1>>[C:3](=[O:4])([c:5]1[cH:6][cH:7][c:8]([N:11]2[C:12](=[O:24])[CH2:13][N:14]([C:17](=[O:18])[O:19][C:20]([CH3:21])([CH3:22])[CH3:23])[CH2:15][CH2:16]2)[cH:9][cH:10]1)[NH:30][c:29]1[cH:28][c:27](-[c:33]2[n:34][cH:35][cH:36][cH:37][cH:38]2)[c:26]([Cl:25])[cH:32][cH:31]1.